From a dataset of the Open Reaction Database (ORD), a public repository of structured organic reaction records. describe an organic reaction: reactants, conditions, products, and yield Yields the product C1=CC=C(C(=C1)C(=C2C=C(C(=O)C(=C2)I)I)C3=CC(=C(C(=C3)I)[O-])I)C(=O)[O-].[Na+].[Na+].C(C)OC(=O)N1CCN(CC1)C([C@@H](N)CC1=CC(=CC=C1)C#N)=O (TIPPS 3-cyano-(L)-phenylalanine-4-ethoxycarbonylpiperazide). Solvent: CN(C)C=O (DMF), CN(C)C=O (DMF). Run at temperature 10 celsius, time 8 hour. The reactants are C1(CCCCC1)N=C=NC1CCCCC1 (dicyclohexylcarbodiimide), C1=CC=C(C(=C1)C(=C2C=C(C(=O)C(=C2)I)I)C3=CC(=C(C(=C3)I)[O-])I)C(=O)[O-].[Na+].[Na+].C(#N)C=1C=C(C[C@H](N)C(=O)O)C=CC1 (TIPPS 3-cyano-(L)-phenylalanine), C(C)OC(=O)N1CCNCC1 (ethyloxycarbonylpiperazine), ON1N=NC2=C1C=CC=C2 (1-hydroxybenzotriazole). Reaction SMILES: [CH:1]1[CH:6]=[C:5]([C:7]([C:17]2[CH:22]=[C:21]([I:23])[C:20]([O-:24])=[C:19]([I:25])[CH:18]=2)=[C:8]2[CH:14]=[C:13]([I:15])[C:11](=[O:12])[C:10]([I:16])=[CH:9]2)[C:4]([C:26]([O-:28])=[O:27])=[CH:3][CH:2]=1.[Na+:29].[Na+].[C:31]([C:33]1[CH:34]=[C:35]([CH:42]=[CH:43][CH:44]=1)[CH2:36][C@@H:37]([C:39]([OH:41])=O)[NH2:38])#[N:32].[CH2:45]([O:47][C:48]([N:50]1[CH2:55][CH2:54][NH:53][CH2:52][CH2:51]1)=[O:49])[CH3:46].ON1C2C=CC=CC=2N=N1.C1(N=C=NC2CCCCC2)CCCCC1>CN(C=O)C>[CH:1]1[CH:6]=[C:5]([C:7]([C:8]2[CH:9]=[C:10]([I:16])[C:11]([O-:12])=[C:13]([I:15])[CH:14]=2)=[C:17]2[CH:18]=[C:19]([I:25])[C:20](=[O:24])[C:21]([I:23])=[CH:22]2)[C:4]([C:26]([O-:28])=[O:27])=[CH:3][CH:2]=1.[Na+:29].[Na+:29].[CH2:45]([O:47][C:48]([N:50]1[CH2:51][CH2:52][N:53]([C:39](=[O:41])[C@H:37]([CH2:36][C:35]2[CH:42]=[CH:43][CH:44]=[C:33]([C:31]#[N:32])[CH:34]=2)[NH2:38])[CH2:54][CH2:55]1)=[O:49])[CH3:46] |f:0.1.2.3,8.9.10.11|. Reported procedure: TIPPS-3-cyano-(L)-phenylalanine (215 g; 0.435 mmol; 93% purity), ethyloxycarbonylpiperazine (68.8 g; 0.435 mmol) and 1-hydroxybenzotriazole. (13.3 g; 0.087 mol) were dissolved in 650 ml of DMF and cooled to 10° C. A solution of dicyclohexylcarbodiimide (98.7 g; 0.478 mol) in 216 ml of DMF was added dropwise over a period of 2 h and the reaction solution was stirred at RT overnight. After evaporating the solvent, the residue was dissolved in 436 ml of MTBE, the precipitate was filtered off, and t... Reactants: ClC=1C=CN2C(C(=CC(=C2C1C)C1CC1)C(=O)OC)=O (methyl 8-chloro-1-cyclopropyl-9-methyl-4-oxo-4H-quinolizine-3-carboxylate), COC1=C(N)C=CC(=C1)B1OC(C(O1)(C)C)(C)C (2-methoxy-4-(4,4,5,5-tetramethyl-1,3,2-dioxaborolan-2-yl)-aniline). Yields the product NC1=C(C=C(C=C1)C=1C=CN2C(C(=CC(=C2C1C)C1CC1)C(=O)OC)=O)OC (methyl 8-(4-amino-3-methoxy-phenyl)-1-cyclopropyl-9-methyl-4-oxo-4H-quinolizine-3-carboxylate). Isolated yield 41.7%. Reaction SMILES: Cl[C:2]1[CH:3]=[CH:4][N:5]2[C:10]([C:11]=1[CH3:12])=[C:9]([CH:13]1[CH2:15][CH2:14]1)[CH:8]=[C:7]([C:16]([O:18][CH3:19])=[O:17])[C:6]2=[O:20].[CH3:21][O:22][C:23]1[CH:29]=[C:28](B2OC(C)(C)C(C)(C)O2)[CH:27]=[CH:26][C:24]=1[NH2:25]>>[NH2:25][C:24]1[CH:26]=[CH:27][C:28]([C:2]2[CH:3]=[CH:4][N:5]3[C:10]([C:11]=2[CH3:12])=[C:9]([CH:13]2[CH2:15][CH2:14]2)[CH:8]=[C:7]([C:16]([O:18][CH3:19])=[O:17])[C:6]3=[O:20])=[CH:29][C:23]=1[O:22][CH3:21]. Procedure details: Methyl 8-(4-amino-3-methoxy-phenyl)-1-cyclopropyl-9-methyl-4-oxo-4H-quinolizine-3-carboxylate was prepared according to General Procedure A from methyl 8-chloro-1-cyclopropyl-9-methyl-4-oxo-4H-quinolizine-3-carboxylate (76 mg, 0.26 mmol) and 2-methoxy-4-(4,4,5,5-tetramethyl-1,3,2-dioxaborolan-2-yl)-aniline (78 mg, 0.31 mmol). Purification by flash silica column chromatography (DCM:MeOH) (1:0 to 94:6) afforded the title compound as a yellow solid (41 mg, 40%). Starting materials: CCOC(=O)COc1c(C(=O)OC)sc(-c2cccc(N(C(=O)C(F)(F)F)C3CCN(S(=O)(=O)Cc4cccc([N+](=O)[O-])c4)CC3)c2)c1Br, CO, [H][H]. The product is CCOC(=O)COc1c(C(=O)OC)sc(-c2cccc(N(C(=O)C(F)(F)F)C3CCN(S(=O)(=O)Cc4cccc(N)c4)CC3)c2)c1Br. As a reaction SMILES: [CH3:1][O:2][C:3](=[O:4])[c:5]1[s:6][c:7](-[c:18]2[cH:19][c:20]([N:24]([C:25]([C:26]([F:27])([F:28])[F:29])=[O:30])[CH:31]3[CH2:32][CH2:33][N:34]([S:37](=[O:38])(=[O:39])[CH2:40][c:41]4[cH:42][c:43]([N+:47]([O-:48])=[O:49])[cH:44][cH:45][cH:46]4)[CH2:35][CH2:36]3)[cH:21][cH:22][cH:23]2)[c:8]([Br:17])[c:9]1[O:10][CH2:11][C:12](=[O:13])[O:14][CH2:15][CH3:16].[CH3:52][OH:53].[H:50][H:51]>>[CH3:1][O:2][C:3](=[O:4])[c:5]1[s:6][c:7](-[c:18]2[cH:19][c:20]([N:24]([C:25]([C:26]([F:27])([F:28])[F:29])=[O:30])[CH:31]3[CH2:32][CH2:33][N:34]([S:37](=[O:38])(=[O:39])[CH2:40][c:41]4[cH:42][c:43]([NH2:47])[cH:44][cH:45][cH:46]4)[CH2:35][CH2:36]3)[cH:21][cH:22][cH:23]2)[c:8]([Br:17])[c:9]1[O:10][CH2:11][C:12](=[O:13])[O:14][CH2:15][CH3:16]. Starting materials: CO, CCOC(=O)C(Cc1ccc(CC(C)(C)C)cc1)C(O)c1cccc(Cl)c1, [Na+], C1CCOC1, [OH-], O. The product is CC(C)(C)Cc1ccc(CC(C(=O)O)C(O)c2cccc(Cl)c2)cc1. RXN SMILES: [CH3:30][OH:31].[Cl:1][c:2]1[cH:3][c:4]([CH:8]([CH:9]([C:10](=[O:11])[O:12][CH2:13][CH3:14])[CH2:15][c:16]2[cH:17][cH:18][c:19]([CH2:22][C:23]([CH3:24])([CH3:25])[CH3:26])[cH:20][cH:21]2)[OH:27])[cH:5][cH:6][cH:7]1.[Na+:29].[O:33]1[CH2:34][CH2:35][CH2:36][CH2:37]1.[OH-:28].[OH2:32]>>[Cl:1][c:2]1[cH:3][c:4]([CH:8]([CH:9]([C:10](=[O:11])[OH:12])[CH2:15][c:16]2[cH:17][cH:18][c:19]([CH2:22][C:23]([CH3:24])([CH3:25])[CH3:26])[cH:20][cH:21]2)[OH:27])[cH:5][cH:6][cH:7]1.